From a dataset of the Open Reaction Database (ORD), a public repository of structured organic reaction records. describe an organic reaction: reactants, conditions, products, and yield Starting materials: C(C1=CC=CC=C1)OC=1C=C(C=C(C1)F)C1(CCOCC1)C=O (4-[3-(benzyloxy)-5-fluorophenyl]-4-formyl-3,4,5,6-tetrahydro-2H-pyran), C[Mg]Br (methyl magnesium bromide). Run in [Cl-].[NH4+] (ammonium chloride), C1CCOC1 (THF). Conditions: time 8 hour. The product is C(C1=CC=CC=C1)OC=1C=C(C=C(C1)F)C1(CCOCC1)C(C)O (4-[3-(Benzyloxy)-5-fluorophenyl]-4(1-hydroxyethyl)-3,4,5,6-tetrahydro-2H-pyran). Yield: 63.2%. RXN SMILES: [CH2:1]([O:8][C:9]1[CH:10]=[C:11]([C:16]2([CH:22]=[O:23])[CH2:21][CH2:20][O:19][CH2:18][CH2:17]2)[CH:12]=[C:13]([F:15])[CH:14]=1)[C:2]1[CH:7]=[CH:6][CH:5]=[CH:4][CH:3]=1.[CH3:24][Mg]Br>C1COCC1.[Cl-].[NH4+]>[CH2:1]([O:8][C:9]1[CH:10]=[C:11]([C:16]2([CH:22]([OH:23])[CH3:24])[CH2:17][CH2:18][O:19][CH2:20][CH2:21]2)[CH:12]=[C:13]([F:15])[CH:14]=1)[C:2]1[CH:7]=[CH:6][CH:5]=[CH:4][CH:3]=1 |f:3.4|. Reported procedure: To a stirred solution of 4-[3-(benzyloxy)-5-fluorophenyl]-4-formyl-3,4,5,6-tetrahydro-2H-pyran (1.08 g, 3.4 mmol) in THF (16 ml) at room temperature under a nitrogen atmosphere was added on 0.96 M solution of methyl magnesium bromide (5.3 ml, 5.1 mmol) in a dropwise manner. The mixture was stirred overnight, diluted with saturated aqueous ammonium chloride (40 ml) and extracted with dichloromethane (2×40 ml). The combined organic layers were washed with water (40 ml) and brine (40 ml), dried (ma... The reactants are CNC (dimethylamine), Cl (hydrochloric acid), [C-]#N.[K+] (potassium cyanide), C(C)OC(C)OC(CC1=CC=CC=C1)C1CCC(CC1)=O (4-[1-(1-ethoxy-ethoxy)-2-phenylethyl]cyclohexanone). Run in CO (methanol), O (water), CO (methanol), O1CCCC1 (tetrahydrofuran). Run at time 8 hour. The product is CN(C1(CCC(CC1)C(CC1=CC=CC=C1)OC(C)OCC)C#N)C (1-Dimethylamino-4-[1-(1-ethoxy-ethoxy)-2-phenylethyl]cyclohexanecarbonitrile). RXN SMILES: [CH3:1][NH:2][CH3:3].Cl.[CH2:5]([O:7][CH:8]([O:10][CH:11]([CH:19]1[CH2:24][CH2:23][C:22](=O)[CH2:21][CH2:20]1)[CH2:12][C:13]1[CH:18]=[CH:17][CH:16]=[CH:15][CH:14]=1)[CH3:9])[CH3:6].[C-:26]#[N:27].[K+]>CO.O1CCCC1.O>[CH3:1][N:2]([CH3:3])[C:22]1([C:26]#[N:27])[CH2:23][CH2:24][CH:19]([CH:11]([O:10][CH:8]([O:7][CH2:5][CH3:6])[CH3:9])[CH2:12][C:13]2[CH:18]=[CH:17][CH:16]=[CH:15][CH:14]=2)[CH2:20][CH2:21]1 |f:3.4|. Procedure: 40% aqueous dimethylamine solution (6.05 ml, 47.9 mmol) was added to a mixture of 4 M hydrochloric acid (2.61 ml) and methanol (1.56 ml), while cooling with ice. A solution of 4-[1-(1-ethoxy-ethoxy)-2-phenylethyl]cyclohexanone (2.91 g, 10.0 mmol) in methanol (6 ml) and tetrahydrofuran (3 ml) was added to this mixture. Thereafter, potassium cyanide (1.56 g, 24.1 mmol) was added to the mixture, the mixture was stirred at room temperature overnight, water (150 ml) was then added and the mixture was... Reactants: C(=O)N1C(CSCC1)CC(C)C (N-formyl-3-isobutyl-thiomorpholine), P(O)(O)O (phosphorous acid), P(Cl)(Cl)Cl (Phosphorus trichloride). Run in O (water). Run at temperature 100 celsius. Product: C(C(C)C)C1N(CCSC1)C(P(O)(O)=O)P(O)(O)=O ((3-Isobutyl-4-thiomorpholinylmethylene)-bisphosphonic acid). As a reaction SMILES: [CH:1]([N:3]1[CH2:8][CH2:7][S:6][CH2:5][CH:4]1[CH2:9][CH:10]([CH3:12])[CH3:11])=O.[P:13]([OH:16])([OH:15])[OH:14].P(Cl)(Cl)Cl>O>[CH2:9]([CH:4]1[CH2:5][S:6][CH2:7][CH2:8][N:3]1[CH:1]([P:13](=[O:14])([OH:16])[OH:15])[P:13](=[O:16])([OH:15])[OH:14])[CH:10]([CH3:12])[CH3:11]. Procedure: A mixture of N-formyl-3-isobutyl-thiomorpholine (18.7 g) and phosphorous acid (16.4 g) was heated at 100° C. for 2 hours. Phosphorus trichloride (30 ml) was added dropwise with stirring, and after reflux for 3 hours water (180 ml) was added slowly. The mixture was refluxed for 1 hour and filtered. Evaporation of the filtrate gave a residue which was triturated with ethanol to yield a crystalline compound which was isolated by filtration. M.p.: 237°-238° C. (dec.). Starting materials: ClC1=CC(=NC=2N1N=C(C2)C)NC(C2=CC=C(C=C2)C(C)(C)O)=O (N-(7-chloro-2-methylpyrazolo[1,5-a]pyrimidin-5-yl)-4-(2-hydroxypropan-2-yl)benzamide), C(C)(C)N(CC)C(C)C (diisopropylethylamine), FC(C(=O)O)(F)F.CNC(=O)[C@H]1CNCCC1 ((R)-N-methylpiperidine-3-carboxamide, trifluoroacetate salt). Solvent: CN1CCCC1=O (NMP). The product is OC(C)(C)C1=CC=C(C(=O)NC2=NC=3N(C(=C2)N2C[C@@H](CCC2)C(=O)NC)N=CC3)C=C1 ((R)-1-(5-(4-(2-hydroxypropan-2-yl)benzamido)pyrazolo[1,5-a]pyrimidin-7-yl)-N-methylpiperidine-3-carboxamide). Yield: 89.9%. As a reaction SMILES: Cl[C:2]1[N:7]2[N:8]=[C:9](C)[CH:10]=[C:6]2[N:5]=[C:4]([NH:12][C:13](=[O:24])[C:14]2[CH:19]=[CH:18][C:17]([C:20]([OH:23])([CH3:22])[CH3:21])=[CH:16][CH:15]=2)[CH:3]=1.FC(F)(F)C(O)=O.[CH3:32][NH:33][C:34]([C@@H:36]1[CH2:41][CH2:40][CH2:39][NH:38][CH2:37]1)=[O:35].C(N(C(C)C)CC)(C)C>CN1C(=O)CCC1>[OH:23][C:20]([C:17]1[CH:18]=[CH:19][C:14]([C:13]([NH:12][C:4]2[CH:3]=[C:2]([N:38]3[CH2:39][CH2:40][CH2:41][C@@H:36]([C:34]([NH:33][CH3:32])=[O:35])[CH2:37]3)[N:7]3[N:8]=[CH:9][CH:10]=[C:6]3[N:5]=2)=[O:24])=[CH:15][CH:16]=1)([CH3:21])[CH3:22] |f:1.2|. Reported procedure: In a 2 mL microwave vial were placed N-(7-chloropyrazolo[1,5-a]pyrimidin-5-yl)-4-(2-hydroxypropan-2-yl)benzamide (2D, 437 mg, 1.3 mmol) and (R)-N-methylpiperidine-3-carboxamide, trifluoroacetate salt (585 mg, 2.2 mmol). To the sealed vial were then added NMP (6 ml) and diisopropylethylamine (0.67 ml, 3.85 mmol), and the mixture was then heated in the microwave at 100° C. for 15 minutes. After cooling to room temperature, the reaction mixture was filtered by syringe filter and was then directly p... The reactants are [BH4-], C1CCOC1, CCO, CCOC(=O)CC(O)(c1ccc2cc(C(=O)N(C(C)C)C(C)C)ccc2c1)c1cn(C(c2ccccc2)(c2ccccc2)c2ccccc2)cn1, [Ca+2], [Cl-], [Cl-], [Na+], O. Product: CC(C)N(C(=O)c1ccc2cc(C(O)(CCO)c3cn(C(c4ccccc4)(c4ccccc4)c4ccccc4)cn3)ccc2c1)C(C)C. Reaction SMILES: [BH4-:4].[CH2:61]1[O:62][CH2:63][CH2:64][CH2:65]1.[CH3:1][CH2:2][OH:3].[CH:9]([CH3:10])([CH3:11])[N:12]([C:13](=[O:14])[c:15]1[cH:16][c:17]2[cH:18][cH:19][c:20]([C:25]([CH2:26][C:27](=[O:28])[O:29][CH2:30][CH3:31])([c:32]3[n:33][cH:34][n:35]([C:37]([c:38]4[cH:39][cH:40][cH:41][cH:42][cH:43]4)([c:44]4[cH:45][cH:46][cH:47][cH:48][cH:49]4)[c:50]4[cH:51][cH:52][cH:53][cH:54][cH:55]4)[cH:36]3)[OH:56])[cH:21][c:22]2[cH:23][cH:24]1)[CH:57]([CH3:58])[CH3:59].[Ca+2:8].[Cl-:6].[Cl-:7].[Na+:5].[OH2:60]>>[CH:9]([CH3:10])([CH3:11])[N:12]([C:13](=[O:14])[c:15]1[cH:16][c:17]2[cH:18][cH:19][c:20]([C:25]([CH2:26][CH2:27][OH:28])([c:32]3[n:33][cH:34][n:35]([C:37]([c:38]4[cH:39][cH:40][cH:41][cH:42][cH:43]4)([c:44]4[cH:45][cH:46][cH:47][cH:48][cH:49]4)[c:50]4[cH:51][cH:52][cH:53][cH:54][cH:55]4)[cH:36]3)[OH:56])[cH:21][c:22]2[cH:23][cH:24]1)[CH:57]([CH3:58])[CH3:59]. The reactants are CC=1C(C2=CC=3CCCC3C=C2C1)[Li] ((1,5,6,7-tetrahydro-2-methyl-s-indacen-1-yl) lithium), C[SiH](C)N(C(C)(C)C)Cl (dimethylsilyl(t-butylamino)chloride). Solvent: C1CCOC1 (THF), C1CCOC1 (THF). Reaction conditions: time 20 hour. Yields the product CC(C)(C)N[Si](C1C(=CC2=CC=3CCCC3C=C12)C)(C)C (N-(1,1-dimethylethyl)-1,1-dimethyl-1-(1,5,6,7-tetrahydro-2-methyl-s-indacen-1-yl)silanamine). The yield is 88.3%. RXN SMILES: [CH3:1][C:2]1[CH:3]([Li])[C:4]2[C:12]([CH:13]=1)=[CH:11][C:10]1[CH2:9][CH2:8][CH2:7][C:6]=1[CH:5]=2.[CH3:15][SiH:16]([N:18](Cl)[C:19]([CH3:22])([CH3:21])[CH3:20])[CH3:17]>C1COCC1>[CH3:20][C:19]([NH:18][Si:16]([CH3:17])([CH3:15])[CH:3]1[C:4]2[C:12](=[CH:11][C:10]3[CH2:9][CH2:8][CH2:7][C:6]=3[CH:5]=2)[CH:13]=[C:2]1[CH3:1])([CH3:22])[CH3:21]. Reported procedure: (1,5,6,7-tetrahydro-2-methyl-s-indacen-1-yl) lithium (25.0 g, 0.1419 moles) in THF (200 mL) was added dropwise to a solution of dimethylsilyl(t-butylamino)chloride (23.518 g, 0.1419 moles) in THF (250 mL) over a 1 hour period of time. This mixture was then allowed to stir for 20 hours. After the reaction period the volatiles were removed and the residue extracted and filtered using hexane. Removal of the hexane resulted in the isolation of the desired product as a red-yellow oil (37.55 g, 88.0 p... Reactants: C(#CCCC)C1=CC=CC=C1 (Pent-1-ynylbenzene), [N+](=O)([O-])C(C(=O)OCC)C(=O)OCC (diethyl 2-nitromalonate), stainless steel. Solvent: C(C)(=O)OCC (ethyl acetate). Conditions: temperature 160 celsius. The product is C1(=CC=CC=C1)C1=C(C(=NO1)C(=O)O)CCC (5-phenyl-4-propylisoxazole-3-carboxylic acid). Isolated yield 81.6%. Reaction SMILES: [C:1]([C:6]1[CH:11]=[CH:10][CH:9]=[CH:8][CH:7]=1)#[C:2][CH2:3][CH2:4][CH3:5].[N+:12]([CH:15](C(OCC)=O)[C:16]([O:18]CC)=[O:17])([O-])=[O:13]>C(OCC)(=O)C>[C:6]1([C:1]2[O:13][N:12]=[C:15]([C:16]([OH:18])=[O:17])[C:2]=2[CH2:3][CH2:4][CH3:5])[CH:7]=[CH:8][CH:9]=[CH:10][CH:11]=1. Reported procedure: Pent-1-ynylbenzene (17 mL, 106 mmol) and diethyl 2-nitromalonate (30 mL, 172 mmol) were placed in a stainless steel pressure bomb and heated to 160° C. for 18 hours. Cooled in ice bath then slowly released remaining pressure. The reaction mixture was diluted with ethyl acetate and washed with 1N NaOH. The aqueous layer was back extracted once. The organic layer was dried over MgSO4, filtered, and concentrated. The crude material was treated with 1N NaOH/EtOH at 75° C. for two hours. Diluted with...